This data is from the Open Reaction Database (ORD), a public repository of structured organic reaction records. The task is: describe an organic reaction: reactants, conditions, products, and yield Starting materials: COC(=O)c1ccc(OCC(=NO)c2ccc(N3CCCC3)c(C(C)(C)C)c2)cc1O, CS(C)=O, [Na+], [OH-]. The product is CC(C)(C)c1cc(C(COc2ccc(C(=O)O)c(O)c2)=NO)ccc1N1CCCC1. Reaction SMILES: [C:1]([CH3:2])([CH3:3])([CH3:4])[c:5]1[cH:6][c:7]([C:16]([CH2:17][O:18][c:19]2[cH:20][c:21]([OH:29])[c:22]([C:23](=[O:24])[O:25][CH3:26])[cH:27][cH:28]2)=[N:30][OH:31])[cH:8][cH:9][c:10]1[N:11]1[CH2:12][CH2:13][CH2:14][CH2:15]1.[CH3:34][S:35]([CH3:36])=[O:37].[Na+:33].[OH-:32]>>[C:1]([CH3:2])([CH3:3])([CH3:4])[c:5]1[cH:6][c:7]([C:16]([CH2:17][O:18][c:19]2[cH:20][c:21]([OH:29])[c:22]([C:23](=[O:24])[OH:25])[cH:27][cH:28]2)=[N:30][OH:31])[cH:8][cH:9][c:10]1[N:11]1[CH2:12][CH2:13][CH2:14][CH2:15]1. Reactants: CS(=O)(=O)O[C@@H]1C[C@@H](C1)CN(C)C(=O)OC(C)(C)C (cis-3-{[(tert-Butoxycarbonyl)(methyl)amino]methyl}cyclobutyl Methanesulfonate), CCOC(=O)C (EtOAc), 1,4-(pyrrolidin-1-ylmethyl)phenol, CC(C)([O-])C.[K+] (potassium tert-butoxide). Reagents/catalysts: [Br-].C(CCC)[N+](CCCC)(CCCC)CCCC (tetrabutylammonium bromide). Solvent: CS(=O)C (DMSO), CS(=O)C (DMSO). The product is CN(C(OC(C)(C)C)=O)C[C@@H]1C[C@H](C1)OC1=CC=C(C=C1)CN1CCCC1 (tert-Butyl Methyl({trans-3-[4-(pyrrolidin-1-ylmethyl)phenoxy]cyclobutyl}methyl)-carbamate). Isolated yield 96.0%. As a reaction SMILES: [CH3:1][C:2]([CH3:5])([O-])[CH3:3].[K+].CS([O:11][C@H:12]1[CH2:15][C@@H:14]([CH2:16][N:17]([C:19]([O:21][C:22]([CH3:25])([CH3:24])[CH3:23])=[O:20])[CH3:18])[CH2:13]1)(=O)=O.CCO[C:29]([CH3:31])=O>CS(C)=O.[Br-].C([N+](CCCC)(CCCC)CCCC)CCC>[CH3:18][N:17]([CH2:16][C@H:14]1[CH2:15][C@H:12]([O:11][C:12]2[CH:15]=[CH:3][C:2]([CH2:5][N:17]3[CH2:31][CH2:29][CH2:14][CH2:16]3)=[CH:1][CH:13]=2)[CH2:13]1)[C:19](=[O:20])[O:21][C:22]([CH3:25])([CH3:24])[CH3:23] |f:0.1,5.6|. Procedure details: A solution on intermediate 1,4-(pyrrolidin-1-ylmethyl)phenol (5.5 g, 62 mmol) and potassium tert-butoxide (3.5 g, 31 mmol) in DMSO (100 mL) was heated to 100° C. under vigorous stirring in a flow of argon. The mixture was stirred at this temperature for 15 min. A solution of compound 8 (4.5 g, 15.5 mmol) in DMSO (100 mL) and tetrabutylammonium bromide (1.5 g, 9 mmol) were added. The mixture was stirred at 100° C. for 1 h and cooled. The residue was dissolved in EtOAc (200 mL). The solution was w...